Task: describe an organic reaction: reactants, conditions, products, and yield. Dataset: the Open Reaction Database (ORD), a public repository of structured organic reaction records Starting materials: C(CCC)OC(=O)C1=C(C2=C(C(=N1)O)C=C(S2)C2=CC=C(C=C2)F)O (2-(4-fluoro-phenyl)-4,7-dihydroxy-thieno[3,2-c]pyridine-6-carboxylic acid butyl ester), C(CCC)OC(=O)C=1C(=C2C(=C(N1)O)SC(=C2)C2=CC=C(C=C2)F)O (2-(4-fluoro-phenyl)-4,7-dihydroxy-thieno[2,3-c]pyridine-5-carboxylic acid butyl ester), 79Br 81Br. The product is FC1=CC=C(C=C1)C1=CC=2C=NC(=C(C2S1)O)C(=O)NCC(=O)O ({[2-(4-fluoro-phenyl)-7-hydroxy-thieno[3,2-c]pyridine-6-carbonyl]-amino}-acetic acid). RXN SMILES: C(O[C:6]([C:8]1[N:13]=[C:12](O)[C:11]2[CH:15]=[C:16]([C:18]3[CH:23]=[CH:22][C:21]([F:24])=[CH:20][CH:19]=3)[S:17][C:10]=2[C:9]=1[OH:25])=[O:7])CCC.C([O:30][C:31]([C:33]1C(O)=C2C=C(C3C=CC(F)=CC=3)SC2=C(O)[N:38]=1)=[O:32])CCC>>[F:24][C:21]1[CH:20]=[CH:19][C:18]([C:16]2[S:17][C:10]3[C:9]([OH:25])=[C:8]([C:6]([NH:38][CH2:33][C:31]([OH:32])=[O:30])=[O:7])[N:13]=[CH:12][C:11]=3[CH:15]=2)=[CH:23][CH:22]=1. Reported procedure: The title compound was prepared from 2-(4-fluoro-phenyl)-4,7-dihydroxy-thieno[3,2-c]pyridine-6-carboxylic acid butyl ester and 2-(4-fluoro-phenyl)-4,7-dihydroxy-thieno[2,3-c]pyridine-5-carboxylic acid butyl ester, example 34-b, under conditions analogous to experimental example 30-g. MS: (+) m/z 424.0, 425.9 (M+1, 79Br/81Br). The reactants are CC(=O)[O-], CCO, COc1ccc(C=O)cc1C#N, [Na+], NO. Yields the product COc1ccc(C=NO)cc1C#N. Reaction SMILES: [CH3:14][C:15](=[O:16])[O-:17].[CH3:20][CH2:21][OH:22].[CH:1](=[O:2])[c:3]1[cH:4][cH:5][c:6]([O:11][CH3:12])[c:7]([C:8]#[N:9])[cH:10]1.[Na+:13].[OH:18][NH2:19]>>[CH:1]([c:3]1[cH:4][cH:5][c:6]([O:11][CH3:12])[c:7]([C:8]#[N:9])[cH:10]1)=[N:19][OH:18]. Product: CN(C)CCOc1ccc(-c2nnc(CSCCOc3ccccc3)o2)cc1. RXN SMILES: [Cl:26][CH2:27][CH2:28][N:29]([CH3:30])[CH3:31].[ClH:32].[H-:25].[Na+:24].[O:1]([c:2]1[cH:3][cH:4][cH:5][cH:6][cH:7]1)[CH2:8][CH2:9][S:10][CH2:11][c:12]1[n:13][n:14][c:15](-[c:17]2[cH:18][cH:19][c:20]([OH:23])[cH:21][cH:22]2)[o:16]1.[O:33]=[CH:34][N:35]([CH3:36])[CH3:37]>>[O:1]([c:2]1[cH:3][cH:4][cH:5][cH:6][cH:7]1)[CH2:8][CH2:9][S:10][CH2:11][c:12]1[n:13][n:14][c:15](-[c:17]2[cH:18][cH:19][c:20]([O:23][CH2:27][CH2:28][N:29]([CH3:30])[CH3:31])[cH:21][cH:22]2)[o:16]1. Starting materials: CN(C)CCCl, Cl, [H-], [Na+], Oc1ccc(-c2nnc(CSCCOc3ccccc3)o2)cc1, CN(C)C=O. Starting materials: [H-].[Al+3].[Li+].[H-].[H-].[H-] (lithium aluminum hydride), CC1(C=2C=CC(=CC2C(CC1)(C)C)C#CC1=CC=C(C(=O)O)C=C1)C (4-[(5,6,7,8-tetrahydro-5,5,8,8-tetramethylnaphth-2-yl)-ethynyl]-benzoic acid), C(C)(=O)OCC (ethyl acetate), Cl (HCl). The solvent is CCOCC (ether), CCOCC (ether), O (water). Yields the product CC1(C=2C=CC(=CC2C(CC1)(C)C)C#CC1=CC=C(CO)C=C1)C (4-[(5,6,7,8-Tetrahydro-5,5,8,8-tetramethylnaphth-2-yl)-ethynyl]-benzyl alcohol). Yield: 47.1%. As a reaction SMILES: [CH3:1][C:2]1([CH3:25])[CH2:11][CH2:10][C:9]([CH3:13])([CH3:12])[C:8]2[CH:7]=[C:6]([C:14]#[C:15][C:16]3[CH:24]=[CH:23][C:19]([C:20](O)=[O:21])=[CH:18][CH:17]=3)[CH:5]=[CH:4][C:3]1=2.[H-].[Al+3].[Li+].[H-].[H-].[H-].C(OCC)(=O)C.Cl>CCOCC.O>[CH3:1][C:2]1([CH3:25])[CH2:11][CH2:10][C:9]([CH3:12])([CH3:13])[C:8]2[CH:7]=[C:6]([C:14]#[C:15][C:16]3[CH:24]=[CH:23][C:19]([CH2:20][OH:21])=[CH:18][CH:17]=3)[CH:5]=[CH:4][C:3]1=2 |f:1.2.3.4.5.6|. Reported procedure: A suspension of 15.8 g (48 millimoles) of 4-[(5,6,7,8-tetrahydro-5,5,8,8-tetramethylnaphth-2-yl)-ethynyl]-benzoic acid (Example 6) in 160 ml of absolute ether was added dropwise to a suspension of 1.9 g (49 millimoles) of lithium aluminum hydride in 150 ml of absolute ether. Thereafter, the mixture was stirred under reflux for 3 hours, after which 50 ml of ethyl acetate, 200 ml of water and 150 ml of 2N HCl were added dropwise in succession, and the phases were separated. The aqueous phase was e... Reactants: COC(=O)Cc1ccc(Oc2cccc(C(F)(F)F)c2)cc1, [K+], [OH-], O. The product is O=C(O)Cc1ccc(Oc2cccc(C(F)(F)F)c2)cc1. Reaction SMILES: [F:1][C:2]([c:3]1[cH:4][c:5]([O:9][c:10]2[cH:11][cH:12][c:13]([CH2:16][C:17](=[O:18])[O:19][CH3:20])[cH:14][cH:15]2)[cH:6][cH:7][cH:8]1)([F:21])[F:22].[K+:24].[OH-:23].[OH2:25]>>[F:1][C:2]([c:3]1[cH:4][c:5]([O:9][c:10]2[cH:11][cH:12][c:13]([CH2:16][C:17](=[O:18])[OH:19])[cH:14][cH:15]2)[cH:6][cH:7][cH:8]1)([F:21])[F:22]. As a reaction SMILES: [CH2:12]([CH3:13])[O:14][C:15]([CH2:16][Br:17])=[O:18].[CH3:2][O:3][CH2:4][CH2:5][O:6][CH2:7][CH2:8][O:9][CH3:10].[ClH:1].[I:11].[N:19]#[C:20][c:21]1[cH:22][cH:23][cH:24][cH:25][cH:26]1.[Zn:27]>>[CH2:12]([CH3:13])[O:14][C:15]([CH:16]=[C:20]([NH2:19])[c:21]1[cH:22][cH:23][cH:24][cH:25][cH:26]1)=[O:18]. Reactants: CCOC(=O)CBr, COCCOCCOC, Cl, I, N#Cc1ccccc1, [Zn]. The product is CCOC(=O)C=C(N)c1ccccc1. Starting materials: S(O)(O)(=O)=O (sulphuric acid), N (ammonia), Cl.CC1=NN2C(N=CC=C2N)=C1 (2-methylpyrazolo[1,5-a]pyrimidin-7-ylamine hydrochloride), [N+](=O)(O)[O-] (nitric acid), S(O)(O)(=O)=O (sulphuric acid). The solvent is ice. The product is CC1=NN2C(N=CC=C2N)=C1[N+](=O)[O-] (2-methyl-3-nitropyrazolo[1,5-a]pyrimidin-7-ylamine). The yield is 66.0%. As a reaction SMILES: S(=O)(=O)(O)O.Cl.[CH3:7][C:8]1[CH:17]=[C:11]2[N:12]=[CH:13][CH:14]=[C:15]([NH2:16])[N:10]2[N:9]=1.[N+:18]([O-])([OH:20])=[O:19].N>>[CH3:7][C:8]1[C:17]([N+:18]([O-:20])=[O:19])=[C:11]2[N:12]=[CH:13][CH:14]=[C:15]([NH2:16])[N:10]2[N:9]=1 |f:1.2|. Procedure: 27 cc of 98% sulphuric acid were introduced into a 100 cc three-necked flask equipped with a magnetic stirrer, a thermometer and a condenser, after which 5.5 g of 2-methylpyrazolo[1,5-a]pyrimidin-7-ylamine hydrochloride were dissolved portionwise at 5° C. A mixture of 1.98 g of fuming nitric acid and 5 cc of 98% sulphuric acid was then added dropwise over 30 minutes. After reaction for 2 h 30', the medium was poured onto 200 cc of ice-cold water and neutralized with 122 g of 20% aqueous ammonia....